This data is from the Open Reaction Database (ORD), a public repository of structured organic reaction records. The task is: describe an organic reaction: reactants, conditions, products, and yield Reactants: BrC=1C=CC=C2C(CC3(CCN(CC3)C(NC3C4CC5CC(CC3C5)C4)=O)C12)=CC(=O)OCC (ethyl 2-(7-bromo-1′-(2-adamantylcarbamoyl)spiro[indene-1,4′-piperidine]-3(2H)-ylidene)acetate). The reagents and catalysts are O=[Pt]=O (PtO2). Run in CCO (EtOH). Run at time 6 hour. Yields the product BrC=1C=CC=C2C(CC3(CCN(CC3)C(NC3C4CC5CC(CC3C5)C4)=O)C12)CC(=O)OCC ((±)-ethyl 2-(7-bromo-1′-((2-adamantyl)carbamoyl)-2,3-dihydrospiro[indene-1,4′-piperidine]-3-yl)acetate). RXN SMILES: [Br:1][C:2]1[CH:3]=[CH:4][CH:5]=[C:6]2[C:28]=1[C:9]1([CH2:14][CH2:13][N:12]([C:15](=[O:27])[NH:16][CH:17]3[CH:24]4[CH2:25][CH:20]5[CH2:21][CH:22]([CH2:26][CH:18]3[CH2:19]5)[CH2:23]4)[CH2:11][CH2:10]1)[CH2:8][C:7]2=[CH:29][C:30]([O:32][CH2:33][CH3:34])=[O:31]>CCO.O=[Pt]=O>[Br:1][C:2]1[CH:3]=[CH:4][CH:5]=[C:6]2[C:28]=1[C:9]1([CH2:10][CH2:11][N:12]([C:15](=[O:27])[NH:16][CH:17]3[CH:18]4[CH2:26][CH:22]5[CH2:21][CH:20]([CH2:25][CH:24]3[CH2:23]5)[CH2:19]4)[CH2:13][CH2:14]1)[CH2:8][CH:7]2[CH2:29][C:30]([O:32][CH2:33][CH3:34])=[O:31]. Reported procedure: To a solution of ethyl 2-(7-bromo-1′-(2-adamantylcarbamoyl)spiro[indene-1,4′-piperidine]-3(2H)-ylidene)acetate (4 g, 8 mmol) in EtOH (50 mL) was added PtO2 (400 mg) at rt under N2. Then the reaction mixture was stirred at rt for 6 h under H2. The reaction mixture was filtered and the filtrate was concentrated to leave crude (±)-ethyl 2-(7-bromo-1′-((2-adamantyl)carbamoyl)-2,3-dihydrospiro[indene-1,4′-piperidine]-3-yl)acetate. Reaction conditions: time 8 hour. Yields the product C(C)(C)(C)OC(=O)N1C(CNCC1)C(=O)C=1SC=CC1 (Thiophene-2-carbonyl-piperazine-1-carboxylic acid tert-butyl ester). The reagents and catalysts are CN(C)C=1C=CN=CC1 (DMAP). Procedure details: 2-Thiophenecarbonylchloride (2.04 g, 1.49 mL) was added to a solution of tert-butyl-1-piperazinecarboxylate (2.5 g, 13.4 mmol) and DMAP (20 mg) in pyridine (15 mL) at 0° C. under N2 atmosphere and stirred at room temperature for overnight. The mixture was poured into ice water, the precipitate was filtered, washed several times with water, and dried to yield white solids (3.5 g, 88%). M.P. 76° C. 1H NMR (DMSO-d6): δ 1.42 (s, 12H), 3.40 (m, 4H), 3.61 (m, 4H), 7.12 (m, 1H), 7.43 (d, J=4.1 Hz, 1H),... Isolated yield 88.1%. The reactants are S1C(=CC=C1)C(=O)Cl (2-Thiophenecarbonylchloride), C(C)(C)(C)OC(=O)N1CCNCC1 (tert-butyl-1-piperazinecarboxylate), ice water. Reaction SMILES: [S:1]1[CH:5]=[CH:4][CH:3]=[C:2]1[C:6](Cl)=[O:7].[C:9]([O:13][C:14]([N:16]1[CH2:21][CH2:20][NH:19][CH2:18][CH2:17]1)=[O:15])([CH3:12])([CH3:11])[CH3:10]>CN(C1C=CN=CC=1)C.N1C=CC=CC=1>[C:9]([O:13][C:14]([N:16]1[CH2:21][CH2:20][NH:19][CH2:18][CH:17]1[C:6]([C:2]1[S:1][CH:5]=[CH:4][CH:3]=1)=[O:7])=[O:15])([CH3:12])([CH3:10])[CH3:11]. Run in N1=CC=CC=C1 (pyridine). The reactants are C(C1=CC=CC=C1)OC1=CC(N(C=C1)CC(C1=CC2=C(CCN(CC2)C(C(F)(F)F)=O)C=C1)=O)=O (4-Benzyloxy-1-{2-oxo-2-[3-(2,2,2-trifluoro-acetyl)-2,3,4,5-tetrahydro-1H-3-benzazepin-7-yl]-ethyl}-1H-pyridin-2-one). The reagents and catalysts are [Pd] (Pd/C). Run in CO (MeOH), Cl (HCl). Reaction conditions: temperature 50 celsius, time 18 hour. The product is OC1=CC(N(C=C1)CCC1=CC2=C(CCN(CC2)C(C(F)(F)F)=O)C=C1)=O (4-Hydroxy-1-{2-[3-(2,2,2-trifluoro-acetyl)-2,3,4,5-tetrahydro-1H-3-benzazepin-7-yl]-ethyl}-1H-pyridin-2-one). As a reaction SMILES: C([O:8][C:9]1[CH:14]=[CH:13][N:12]([CH2:15][C:16](=O)[C:17]2[CH:33]=[CH:32][C:20]3[CH2:21][CH2:22][N:23]([C:26](=[O:31])[C:27]([F:30])([F:29])[F:28])[CH2:24][CH2:25][C:19]=3[CH:18]=2)[C:11](=[O:35])[CH:10]=1)C1C=CC=CC=1>CO.Cl.[Pd]>[OH:8][C:9]1[CH:14]=[CH:13][N:12]([CH2:15][CH2:16][C:17]2[CH:33]=[CH:32][C:20]3[CH2:21][CH2:22][N:23]([C:26](=[O:31])[C:27]([F:28])([F:29])[F:30])[CH2:24][CH2:25][C:19]=3[CH:18]=2)[C:11](=[O:35])[CH:10]=1. Reported procedure: To 5.00 g (10.3 mmol) 4-benzyloxy-1-{2-oxo-2-[3-(2,2,2-trifluoro-acetyl)-2,3,4,5-tetrahydro-1H-3-benzazepin-7-yl]-ethyl}-1H-pyridin-2-one (preparation 21a) in 100 mL MeOH and 9.8 mL 1 M aqueous HCl-solution is added 500 mg of 10% Pd/C. The reaction mixture is stirred under a hydrogen atmosphere of 5000 hPa at 50° C. for 18 h. After filtration and evaporation of the solvent, is the residue purified by HPLC (Zorbax stable bond, C18; water (0.15% formic acid)/acetonitrile 95:5 to 5:95). The reactants are C(#N)C1=CC=NC=C1 (4-cyanopyridine), C(C)(C)C1=CC=C(N)C=C1 (4-isopropylaniline), [K+].[Br-] (KBr). Product: C(C)(C)C1=CC=C(C=C1)NC(=N)C1=CC=NC=C1 (N-(4-Isopropylphenyl)pyridine-4-carboximidamide). Isolated yield 90.4%. Reaction SMILES: [C:1]([C:3]1[CH:8]=[CH:7][N:6]=[CH:5][CH:4]=1)#[N:2].[CH:9]([C:12]1[CH:18]=[CH:17][C:15]([NH2:16])=[CH:14][CH:13]=1)([CH3:11])[CH3:10].[K+].[Br-]>>[CH:9]([C:12]1[CH:18]=[CH:17][C:15]([NH:16][C:1]([C:3]2[CH:8]=[CH:7][N:6]=[CH:5][CH:4]=2)=[NH:2])=[CH:14][CH:13]=1)([CH3:11])[CH3:10] |f:2.3|. Reported procedure: The title compound was prepared from 4-cyanopyridine (7.7 g, 74 mmol) and 4-isopropylaniline (10 g, 74 mmol) by following the procedure described in preparation 10 (16 g, yield 90.4%, mp 131-134 C, purity 96.43% by HPLC). 1H-NMR (DMSO): δ 1.20-1.22 (d, 6H), 2.82-2.87 (m, 1H), 6.54 (bs, 2H, D2O exchangeable), 6.8-6.82 (d, 2H), 7.18-7.2 (d, 2H), 7.89-7.9 (d, 2H), 8.65-8.67 (d, 2H). IR (KBr) cm−1: 3452, 3299, 3163, 2955, 1647, 1597. MS m/z:240.2 (M+). Starting materials: C=C(Br)C(F)(F)F, COCCOC, Cc1cc(B2OC(C)(C)C(C)(C)O2)cc(C)c1NC(=O)c1ccc(C#N)c(N)c1, [Na+], C1CCOC1, [OH-], Cl[Pd]Cl, c1ccc(P(c2ccccc2)c2ccccc2)cc1, c1ccc(P(c2ccccc2)c2ccccc2)cc1, c1ccc(P(c2ccccc2)c2ccccc2)cc1. Product: C=C(c1cc(C)c(NC(=O)c2ccc(C#N)c(N)c2)c(C)c1)C(F)(F)F. As a reaction SMILES: [Br:30][C:31](=[CH2:32])[C:33]([F:34])([F:35])[F:36].[CH3:58][O:59][CH2:60][CH2:61][O:62][CH3:63].[NH2:1][c:2]1[cH:3][c:4]([C:5](=[O:6])[NH:7][c:8]2[c:9]([CH3:24])[cH:10][c:11]([B:15]3[O:16][C:17]([CH3:18])([CH3:19])[C:20]([CH3:21])([CH3:22])[O:23]3)[cH:12][c:13]2[CH3:14])[cH:25][cH:26][c:27]1[C:28]#[N:29].[Na+:57].[O:64]1[CH2:65][CH2:66][CH2:67][CH2:68]1.[OH-:56].[Pd:69]([Cl:70])[Cl:71].[c:37]1([P:38]([c:39]2[cH:40][cH:41][cH:42][cH:43][cH:44]2)[c:45]2[cH:46][cH:47][cH:48][cH:49][cH:50]2)[cH:51][cH:52][cH:53][cH:54][cH:55]1.[c:72]1([P:73]([c:74]2[cH:75][cH:76][cH:77][cH:78][cH:79]2)[c:80]2[cH:81][cH:82][cH:83][cH:84][cH:85]2)[cH:86][cH:87][cH:88][cH:89][cH:90]1.[c:91]1([P:92]([c:93]2[cH:94][cH:95][cH:96][cH:97][cH:98]2)[c:99]2[cH:100][cH:101][cH:102][cH:103][cH:104]2)[cH:105][cH:106][cH:107][cH:108][cH:109]1>>[NH2:1][c:2]1[cH:3][c:4]([C:5](=[O:6])[NH:7][c:8]2[c:9]([CH3:24])[cH:10][c:11]([C:31](=[CH2:32])[C:33]([F:34])([F:35])[F:36])[cH:12][c:13]2[CH3:14])[cH:25][cH:26][c:27]1[C:28]#[N:29]. The reactants are ClCC(=O)NC1=CC2=C(N=C(OC2)NC2COC3=C2C=CC(=C3)F)C=C1 (rac-2-Chloro-N-[2-(6-fluoro-2,3-dihydro-benzofuran-3-ylamino)-4H-benzo[d][1,3]oxazin-6-yl]-acetamide), N1CCOCC1 (morpholine). Product: FC1=CC2=C(C(CO2)NC=2OCC3=C(N2)C=CC(=C3)NC(CN3CCOCC3)=O)C=C1 (rac-N-[2-(6-Fluoro-2,3-dihydro-benzofuran-3-ylamino)-4H-benzo[d][1,3]oxazin-6-yl]-2-morpholin-4-yl-acetamide). Isolated yield 100.5%. RXN SMILES: Cl[CH2:2][C:3]([NH:5][C:6]1[CH:26]=[CH:25][C:9]2[N:10]=[C:11]([NH:14][CH:15]3[C:19]4[CH:20]=[CH:21][C:22]([F:24])=[CH:23][C:18]=4[O:17][CH2:16]3)[O:12][CH2:13][C:8]=2[CH:7]=1)=[O:4].[NH:27]1[CH2:32][CH2:31][O:30][CH2:29][CH2:28]1>>[F:24][C:22]1[CH:21]=[CH:20][C:19]2[CH:15]([NH:14][C:11]3[O:12][CH2:13][C:8]4[CH:7]=[C:6]([NH:5][C:3](=[O:4])[CH2:2][N:27]5[CH2:32][CH2:31][O:30][CH2:29][CH2:28]5)[CH:26]=[CH:25][C:9]=4[N:10]=3)[CH2:16][O:17][C:18]=2[CH:23]=1. Reported procedure: Prepared from rac-2-chloro-N-[2-(6-fluoro-2,3-dihydro-benzofuran-3-ylamino)-4H-benzo[d][1,3]oxazin-6-yl]-acetamide (Example 42 step A) (50 mg, 0.133 mmol, HPLC 1.056 min) and morpholine (231 ul, 2.66 mmol) according to the procedure described for Example 3 step B. Obtained the title compound as a white foam (57 mg, 100%, HPLC 0.525 min 100%), MS (ISP) m/e=427.1 [(M+H)+]. Starting materials: C1(=CC=CC=C1)P(C1=CC=CC=C1)C1=CC=CC=C1 (triphenylphosphine), BrCCCC(C)=O (1-bromo-4-pentanone), C(CO)O (ethylene glycol), C1(=CC=C(C=C1)S(=O)(=O)O)C (p-toluenesulfonic acid). The solvent is C(C)C(=O)C (methyl ethyl ketone), O (water), C1=CC=CC=C1 (benzene), C1=CC=CC=C1 (benzene). Product: CC(=CCCC(C)=O)CC (6-methyl-5-octen-2-one). Reaction SMILES: Br[CH2:2][CH2:3][CH2:4][C:5](=[O:7])[CH3:6].C(O)CO.[C:12]1(C)[CH:17]=CC(S(O)(=O)=O)=[CH:14][CH:13]=1.C1(P(C2C=CC=CC=2)C2C=CC=CC=2)C=CC=CC=1>C1C=CC=CC=1.O.C(C(C)=O)C>[CH3:17][C:12]([CH2:13][CH3:14])=[CH:2][CH2:3][CH2:4][C:5](=[O:7])[CH3:6]. Reported procedure: To a solution of 20.9 g. of the ethylene ketal of 1-bromo-4-pentanone (obtained by treating 1-bromo-4-pentanone with ethylene glycol in benzene in the presence of p-toluenesulfonic acid) in 100 ml. of benzene is added 20 g. of triphenylphosphine. The mixture is heated at reflux temperature for two hours and then filtered. The solid material thus-collected is washed with benzene, dried in vacuo and added to 6.49 g. of butyl lithium in 50 ml. of dimethylsulfoxide. The mixture is stirred until an o...